This data is from the Open Reaction Database (ORD), a public repository of structured organic reaction records. The task is: describe an organic reaction: reactants, conditions, products, and yield Reactants: CC(C)[C@@H](C(=O)O)NC(=O)OC(C)(C)C (Boc-Valine-OH), CN1CCOCC1 (NMM), N[C@@H](CC(C)C)C(=O)N1[C@H](C(=O)OCC2=CC=CC=C2)CCC1 (Leu-Pro-OBn), C=1C=CC2=C(C1)N=NN2O (HOBt), C1CCC(CC1)N=C=NC2CCCCC2 (DCC). Solvent: CCOC(=O)C (EtOAc), C(Cl)Cl (DCM), C(Cl)Cl (DCM). Reaction conditions: temperature 23 celsius, time 15 minute. Product: N([C@@H](C(C)C)C(=O)N[C@@H](CC(C)C)C(=O)N1[C@H](C(=O)OCC2=CC=CC=C2)CCC1)C(=O)OC(C)(C)C (Boc-Val-Leu-Pro-OBn). RXN SMILES: [CH3:1][CH:2]([C@H:4]([NH:8][C:9]([O:11][C:12]([CH3:15])([CH3:14])[CH3:13])=[O:10])[C:5]([OH:7])=O)[CH3:3].CN1CCOCC1.[NH2:23][C@H:24]([C:29]([N:31]1[CH2:45][CH2:44][CH2:43][C@H:32]1[C:33]([O:35][CH2:36][C:37]1[CH:42]=[CH:41][CH:40]=[CH:39][CH:38]=1)=[O:34])=[O:30])[CH2:25][CH:26]([CH3:28])[CH3:27].C1C=CC2N(O)N=NC=2C=1.C1CCC(N=C=NC2CCCCC2)CC1>C(Cl)Cl.CCOC(C)=O>[NH:8]([C:9]([O:11][C:12]([CH3:15])([CH3:14])[CH3:13])=[O:10])[C@H:4]([C:5]([NH:23][C@H:24]([C:29]([N:31]1[CH2:45][CH2:44][CH2:43][C@H:32]1[C:33]([O:35][CH2:36][C:37]1[CH:38]=[CH:39][CH:40]=[CH:41][CH:42]=1)=[O:34])=[O:30])[CH2:25][CH:26]([CH3:27])[CH3:28])=[O:7])[CH:2]([CH3:1])[CH3:3]. Procedure: To a flask containing Boc-Valine-OH (652 mg, 3 mmol) in DCM (6 ml) at 0° C. was added NMM (0.35 ml, 3.15 mmol). After stirring for 15 min, A5 (1.065 g, 3 mmol), HOBt (405 mg, 3.0 mmol) and DCC (650 mg, 3.15 mmol) were added in portions. The reaction mixture was allowed to warm to 23° C. and stirred for 14 h. The suspension was diluted with DCM (25 ml) and washed successively with aq KHSO4 (2×10 ml, 10%), aq NaHCO3 (2×10 ml, sat) and brine (10 ml) dried over Na2SO4 filtered and concentrated under... Starting materials: NC=1SC=C(N1)C(C(=O)O)=C1C(N(C(S1)=S)CC(=O)O)=O (5-[1-(2-aminothiazol-4-yl)-1-carboxymethylene]rhodanine-3-acetic acid), C1(=CC=CC=C1)N=C=O (phenyl isocyanate). Solvent: CN(P(N(C)C)(N(C)C)=O)C (hexamethylphosphoric triamide). Yields the product C(=O)(O)C(C=1N=C(SC1)NC(=O)NC1=CC=CC=C1)=C1C(N(C(S1)=S)CC(=O)O)=O (5-{1-Carboxy-1-[2-(3-phenylureido)thiazol-4-yl]methylene}rhodanine-3-acetic acid). Reaction SMILES: [NH2:1][C:2]1[S:3][CH:4]=[C:5]([C:7](=[C:11]2[S:15][C:14](=[S:16])[N:13]([CH2:17][C:18]([OH:20])=[O:19])[C:12]2=[O:21])[C:8]([OH:10])=[O:9])[N:6]=1.[C:22]1([N:28]=[C:29]=[O:30])[CH:27]=[CH:26][CH:25]=[CH:24][CH:23]=1>CN(C)P(=O)(N(C)C)N(C)C>[C:8]([C:7](=[C:11]1[S:15][C:14](=[S:16])[N:13]([CH2:17][C:18]([OH:20])=[O:19])[C:12]1=[O:21])[C:5]1[N:6]=[C:2]([NH:1][C:29]([NH:28][C:22]2[CH:27]=[CH:26][CH:25]=[CH:24][CH:23]=2)=[O:30])[S:3][CH:4]=1)([OH:10])=[O:9]. Reported procedure: Following a procedure similar to that described in Preparation 1, the desired compound was prepared from 1 g of 5-[1-(2-aminothiazol-4-yl)-1-carboxymethylene]rhodanine-3-acetic acid, 3.9 g of phenyl isocyanate and 10 ml of hexamethylphosphoric triamide. The resulting product was a ellow powder having the following physical properties.